From a dataset of the Open Reaction Database (ORD), a public repository of structured organic reaction records. describe an organic reaction: reactants, conditions, products, and yield Starting materials: FC1=C(CBr)C=C(C=C1)F (2,5-difluorobenzyl bromide), O1COC2=C1C=CC(=C2)C2=CCC(CC2)N2CCNCC2 (1-[4-(1,3-benzodioxol-5-yl)-3-cyclohexen-1-yl]piperazine), C(=O)([O-])[O-].[K+].[K+] (K2CO3). Product: O1COC2=C1C=CC(=C2)C2=CCC(CC2)N2CCN(CC2)CC2=C(C=CC(=C2)F)F (1-[4-(1,3-Benzodioxol-5-yl)-3-cyclohexen-1-yl]-4-[(2,5-difluorophenyl)methyl]piperazine), product. Yield: 62.0%. Reaction SMILES: [F:1][C:2]1[CH:9]=[CH:8][C:7]([F:10])=[CH:6][C:3]=1[CH2:4]Br.[O:11]1[C:15]2[CH:16]=[CH:17][C:18]([C:20]3[CH2:25][CH2:24][CH:23]([N:26]4[CH2:31][CH2:30][NH:29][CH2:28][CH2:27]4)[CH2:22][CH:21]=3)=[CH:19][C:14]=2[O:13][CH2:12]1.C([O-])([O-])=O.[K+].[K+]>>[O:11]1[C:15]2[CH:16]=[CH:17][C:18]([C:20]3[CH2:25][CH2:24][CH:23]([N:26]4[CH2:31][CH2:30][N:29]([CH2:4][C:3]5[CH:6]=[C:7]([F:10])[CH:8]=[CH:9][C:2]=5[F:1])[CH2:28][CH2:27]4)[CH2:22][CH:21]=3)=[CH:19][C:14]=2[O:13][CH2:12]1 |f:2.3.4|. Procedure details: The title compound was prepared from 2,5-difluorobenzyl bromide (0.21 g, 1 mmole), and 1-[4-(1,3-benzodioxol-5-yl)-3-cyclohexen-1-yl]piperazine (0.29 g, 1 mmole), and excess powdered K2CO3 as described in example 45 to give the product (62%, mp: 108-109° C.). Calc'd for C24H26F2N2O2 : C, 69.88%; H, 6.35%; N, 6.79%. Found: C, 69.82; H, 6.35%; N, 6.69%. The reactants are ClC(Cl)Cl, O=C(OO)c1cccc(Cl)c1, O=C(Nc1cccnc1)c1ccc(OCC2CC2)c2oc3ccccc3c12. The product is O=C(c1ccc(OCC2CC2)c2oc3ccccc3c12)[NH+]([O-])c1cccnc1. As a reaction SMILES: [CH:39]([Cl:40])([Cl:41])[Cl:42].[Cl:28][c:29]1[cH:30][cH:31][cH:32][c:33]([C:34]([O:35][OH:37])=[O:36])[cH:38]1.[n:1]1[cH:2][c:3]([NH:7][C:8](=[O:9])[c:10]2[cH:11][cH:12][c:13]([O:23][CH2:24][CH:25]3[CH2:26][CH2:27]3)[c:14]3[o:15][c:16]4[c:17]([c:18]23)[cH:19][cH:20][cH:21][cH:22]4)[cH:4][cH:5][cH:6]1>>[n:1]1[cH:2][c:3]([NH+:7]([C:8](=[O:9])[c:10]2[cH:11][cH:12][c:13]([O:23][CH2:24][CH:25]3[CH2:26][CH2:27]3)[c:14]3[o:15][c:16]4[c:17]([c:18]23)[cH:19][cH:20][cH:21][cH:22]4)[O-:36])[cH:4][cH:5][cH:6]1. The reactants are CCO, CCOC(OCC)OCC, N#Cc1ccn2ncc(-c3ccc4[nH]c(=O)n(C5CCOCC5)c4n3)c2c1, O=C(O)CC(O)(CC(=O)O)C(=O)O. Product: N#Cc1ccn2ncc(-c3ccc4ncn(C5CCOCC5)c4n3)c2c1. Reaction SMILES: [CH3:51][CH2:52][OH:53].[CH:41]([O:42][CH2:43][CH3:44])([O:45][CH2:46][CH3:47])[O:48][CH2:49][CH3:50].[O:1]=[c:2]1[nH:3][c:4]2[c:5]([n:6][c:7](-[c:10]3[cH:11][n:12][n:13]4[c:14]3[cH:15][c:16]([C:19]#[N:20])[cH:17][cH:18]4)[cH:8][cH:9]2)[n:21]1[CH:22]1[CH2:23][CH2:24][O:25][CH2:26][CH2:27]1.[OH:28][C:29]([CH2:30][C:31]([C:32](=[O:33])[OH:34])([CH2:35][C:36](=[O:37])[OH:38])[OH:39])=[O:40]>>[cH:2]1[n:3][c:4]2[c:5]([n:6][c:7](-[c:10]3[cH:11][n:12][n:13]4[c:14]3[cH:15][c:16]([C:19]#[N:20])[cH:17][cH:18]4)[cH:8][cH:9]2)[n:21]1[CH:22]1[CH2:23][CH2:24][O:25][CH2:26][CH2:27]1. Starting materials: ClC1=C2C(=NC=C1)N(C(=C2)C2=CNC1=CC(=C(C=C21)OC)OCC2=CC=CC=C2)S(=O)(=O)C2=CC=C(C=C2)C (4-chloro-2-(5-methoxy-6-benzyloxy-1H-indol-3-yl)-1-(toluene-4-sulfonyl)-1H-pyrrolo[2,3-b]pyridine), CI (methyl iodide). Yields the product C1(=CC=C(C=C1)S(=O)(=O)N1C=CC=2C1=NC=CC2)C (1-(toluene-4-sulfonyl)-1H-pyrrolo[2,3-b]pyridine). Reaction SMILES: Cl[C:2]1[CH:7]=[CH:6][N:5]=[C:4]2[N:8]([S:30]([C:33]3[CH:38]=[CH:37][C:36]([CH3:39])=[CH:35][CH:34]=3)(=[O:32])=[O:31])[C:9](C3C4C(=CC(OCC5C=CC=CC=5)=C(OC)C=4)NC=3)=[CH:10][C:3]=12.CI>>[C:36]1([CH3:39])[CH:35]=[CH:34][C:33]([S:30]([N:8]2[C:4]3=[N:5][CH:6]=[CH:7][CH:2]=[C:3]3[CH:10]=[CH:9]2)(=[O:32])=[O:31])=[CH:38][CH:37]=1. Reported procedure: 4-Chloro-2-[1-methyl-5-methoxy-6-benzyloxy)-1H-indol-3-yl]-1-(toluene-4-sulfonyl)-1H-pyrrolo[2,3-b]pyridine is prepared by following the procedure described in example 89c, but using 2.5 g of 4-chloro-2-(5-methoxy-6-benzyloxy-1H-indol-3-yl)-1-(toluene-4-sulfonyl)-1H-pyrrolo[2,3-b]pyridine and 0.335 ml of methyl iodide. After purification by flash chromatography (silica, 40/60 by volume ethyl acetate/cyclohexane as eluents, argon), 2.1 g of 4-chloro-2-(1-methyl-5-methoxy-6-benzyloxy-1H-indol-3-yl... Reactants: CC(=O)O, O=C1CCCCC1, O=[N+]([O-])O, OO. Product: [O-][O-], O=[N+]([O-])O, O=C1CCCCC1. Reaction SMILES: [CH3:14][C:15](=[O:16])[OH:17].[O:1]=[C:2]1[CH2:3][CH2:4][CH2:5][CH2:6][CH2:7]1.[OH:10][N+:11]([O-:12])=[O:13].[OH:8][OH:9]>>[O-:8][O-:9].[O:10]=[N+:11]([OH:12])[O-:13].[O:1]=[C:2]1[CH2:3][CH2:4][CH2:5][CH2:6][CH2:7]1. Starting materials: C1CCOC1, CCOCC, CC(C)[Si](C#Cc1ccc(F)c(O)c1)(C(C)C)C(C)C. Product: C#Cc1ccc(F)c(O)c1. Reaction SMILES: [CH2:26]1[O:27][CH2:28][CH2:29][CH2:30]1.[CH3:21][CH2:22][O:23][CH2:24][CH3:25].[F:1][c:2]1[c:3]([OH:20])[cH:4][c:5]([C:8]#[C:9][Si:10]([CH:11]([CH3:12])[CH3:13])([CH:14]([CH3:15])[CH3:16])[CH:17]([CH3:18])[CH3:19])[cH:6][cH:7]1>>[F:1][c:2]1[c:3]([OH:20])[cH:4][c:5]([C:8]#[CH:9])[cH:6][cH:7]1. Reactants: COC1=CC=C(CN2N=C(C=3C(NC=CC32)=O)C=3C=C(SC3)C(=O)O)C=C1 (4-(1-(4-methoxybenzyl)-4-oxo-4,5-dihydro-1H-pyrazolo[4,3-c]pyridin-3-yl)thiophene-2-carboxylic acid), CCN=C=NCCCN(C)C.Cl (EDCI hydrochloride), HOBt ammonium salt. Run in CC(=O)N(C)C (DMA), O (water). Reaction conditions: time 8 hour. Product: COC1=CC=C(CN2N=C(C=3C(NC=CC32)=O)C=3C=C(SC3)C(=O)OC)C=C1 (methyl 4-(1-(4-methoxybenzyl)-4-oxo-4,5-dihydro-1H-pyrazolo[4,3-c]pyridin-3-yl)thiophene-2-carboxylate). Isolated yield 78.1%. RXN SMILES: [CH3:1][O:2][C:3]1[CH:27]=[CH:26][C:6]([CH2:7][N:8]2[C:16]3[CH:15]=[CH:14][NH:13][C:12](=[O:17])[C:11]=3[C:10]([C:18]3[CH:19]=[C:20]([C:23]([OH:25])=[O:24])[S:21][CH:22]=3)=[N:9]2)=[CH:5][CH:4]=1.[CH3:28]CN=C=NCCCN(C)C.Cl>CC(N(C)C)=O.O>[CH3:1][O:2][C:3]1[CH:4]=[CH:5][C:6]([CH2:7][N:8]2[C:16]3[CH:15]=[CH:14][NH:13][C:12](=[O:17])[C:11]=3[C:10]([C:18]3[CH:19]=[C:20]([C:23]([O:25][CH3:28])=[O:24])[S:21][CH:22]=3)=[N:9]2)=[CH:26][CH:27]=1 |f:1.2|. Procedure details: To a solution of 4-(1-(4-methoxybenzyl)-4-oxo-4,5-dihydro-1H-pyrazolo[4,3-c]pyridin-3-yl)thiophene-2-carboxylic acid (38.8 mg) in DMA (3 mL) were added EDCI hydrochloride (23.4 mg) and HOBt ammonium salt (18.6 mg) at room temperature, and the mixture was stirred overnight at room temperature. The reaction mixture was diluted with water, and the mixture was extracted with ethyl acetate. The organic layer was washed with saturated brine, dried over anhydrous magnesium sulfate, filtered, and concen... Reaction SMILES: C(N=C=NCCCN(C)C)C.[Br:12][C:13]1[CH:18]=[CH:17][C:16]([N:19]([CH2:30][C:31]([OH:33])=O)[C:20](=[O:29])/[CH:21]=[CH:22]/[C:23]2[CH:28]=[CH:27][CH:26]=[CH:25][CH:24]=2)=[CH:15][CH:14]=1.[C:34]([O:38][C:39]([NH:41][C@H:42]1[CH2:46][CH2:45][NH:44][CH2:43]1)=[O:40])([CH3:37])([CH3:36])[CH3:35].ON1C2N=CC=CC=2N=N1.CN1CCOCC1>CN(C=O)C>[Br:12][C:13]1[CH:14]=[CH:15][C:16]([N:19]([C:20](=[O:29])/[CH:21]=[CH:22]/[C:23]2[CH:24]=[CH:25][CH:26]=[CH:27][CH:28]=2)[CH2:30][C:31]([N:44]2[CH2:45][CH2:46][C@H:42]([NH:41][C:39](=[O:40])[O:38][C:34]([CH3:36])([CH3:35])[CH3:37])[CH2:43]2)=[O:33])=[CH:17][CH:18]=1. Run in CN(C)C=O (DMF). Yields the product BrC1=CC=C(C=C1)N(CC(=O)N1C[C@H](CC1)NC(OC(C)(C)C)=O)C(\C=C\C1=CC=CC=C1)=O ([(S)-1-(2-{(4-Bromophenyl)-[(E)-(3-phenylacryloyl)]amino}acetyl)pyrrolidin-3-yl]carbamic acid, tert-butyl ester). The reactants are C(C)N=C=NCCCN(C)C (1-Ethyl-3-(3′-dimethylaminopropyl)carbodiimide), BrC1=CC=C(C=C1)N(C(\C=C\C1=CC=CC=C1)=O)CC(=O)O ({(4-Bromophenyl)-[(E)-(3-phenylacryloyl)]amino}acetic acid), C(C)(C)(C)OC(=O)N[C@@H]1CNCC1 ((3S)-(−)-3-(tert-butoxycarbonylamino)pyrrolidine), ON1N=NC2=C1N=CC=C2 (1-hydroxy-7-azabenzotriazole), CN1CCOCC1 (N-methylmorpholine). Conditions: time 16 hour. Reported procedure: 1-Ethyl-3-(3′-dimethylaminopropyl)carbodiimide (9.39 g, 0.049 mol) was added to a solution of {(4-Bromophenyl)-[(E)-(3-phenylacryloyl)]amino}acetic acid 2 (13.82 g, 0.038 mol), (3S)-(−)-3-(tert-butoxycarbonylamino)pyrrolidine (9.13 g, 0.049 mol), 1-hydroxy-7-azabenzotriazole (6.67 g, 0.049 mol) and N-methylmorpholine (8.4 mL, 0.08 mol) in DMF (150 mL). The reaction mixture was stirred at room temperature for 16 h and then concentrated in vacuo. The residue was diluted with ethyl acetate and wash... Starting materials: FC1=CC=C(C=C1)C(CC1=CC=NC=C1)(O)C1=CC=C(C=C1)F (α,α-bis(4-fluorophenyl)-4-pyridineethanol). Reagents/catalysts: [Pt] (platinum on carbon). Solvent: C(C)(=O)O (acetic acid). Reaction conditions: time 9 hour. The product is FC1=CC=C(C=C1)C(CC1CCNCC1)(O)C1=CC=C(C=C1)F (α,α-Bis(4-fluorophenyl)-4-piperidineethanol). The yield is 84.9%. Reaction SMILES: [F:1][C:2]1[CH:7]=[CH:6][C:5]([C:8]([C:17]2[CH:22]=[CH:21][C:20]([F:23])=[CH:19][CH:18]=2)([OH:16])[CH2:9][C:10]2[CH:15]=[CH:14][N:13]=[CH:12][CH:11]=2)=[CH:4][CH:3]=1>[Pt].C(O)(=O)C>[F:1][C:2]1[CH:3]=[CH:4][C:5]([C:8]([C:17]2[CH:18]=[CH:19][C:20]([F:23])=[CH:21][CH:22]=2)([OH:16])[CH2:9][CH:10]2[CH2:11][CH2:12][NH:13][CH2:14][CH2:15]2)=[CH:6][CH:7]=1. Reported procedure: A mixture of 12.25 g (0.0394 mole) of α,α-bis(4-fluorophenyl)-4-pyridineethanol and 1.3 g of 5% platinum on carbon catalyst in 250 ml of acetic acid was shaken under an atmosphere of hydrogen (53 psi) for 9 hr. The solution was filtered through Celite®, and the solvent was removed in vacuo. The residue was partitioned between methylene chloride and dilute sodium hydroxide. The solvent was removed in vacuo to give a solid. Recrystallization from acetonitrile gave 10.62 g (85% yield) of title comp... Reactants: Cl.C(C1=CN=CC=C1)(N)=N (Nicotinimidamide hydrochloride), ClC1=C(C=O)C=CC(=C1)F (2-chloro-4-fluorobenzaldehyde), O=C(CC(=O)OCC)C (ethyl 3-oxobutanoate). Yields the product ClC1=C(C=CC(=C1)F)C1N=C(NC(=C1C(=O)OCC)C)C=1C=NC=CC1 (Ethyl 4-(2-chloro-4-fluorophenyl)-6-methyl-2-(pyridin-3-yl)-1,4-dihydropyrimidine-5-carboxylate). The yield is 50.0%. Reaction SMILES: Cl.[C:2](=[NH:10])([NH2:9])[C:3]1[CH:8]=[CH:7][CH:6]=[N:5][CH:4]=1.[Cl:11][C:12]1[CH:19]=[C:18]([F:20])[CH:17]=[CH:16][C:13]=1[CH:14]=O.O=[C:22]([CH3:29])[CH2:23][C:24]([O:26][CH2:27][CH3:28])=[O:25]>>[Cl:11][C:12]1[CH:19]=[C:18]([F:20])[CH:17]=[CH:16][C:13]=1[CH:14]1[C:23]([C:24]([O:26][CH2:27][CH3:28])=[O:25])=[C:22]([CH3:29])[NH:9][C:2]([C:3]2[CH:4]=[N:5][CH:6]=[CH:7][CH:8]=2)=[N:10]1 |f:0.1|. Reported procedure: Nicotinimidamide hydrochloride (4.97 g, 31.5 mmol) was reacted with 2-chloro-4-fluorobenzaldehyde (5 g, 31.5 mmol) and ethyl 3-oxobutanoate (4.1 g, 31.5 mmol) according to the procedure as described in Example 1, Step A to give the title compound as a yellow solid (5.89 g, 50%). The compound was characterized by the following spectroscopic data: